Dataset: the Open Reaction Database (ORD), a public repository of structured organic reaction records. Task: describe an organic reaction: reactants, conditions, products, and yield Starting materials: O=C1CNCCN1CC1CCCN(Cc2ccccc2)C1, CN(C)C=O, CCN(C(C)C)C(C)C, O=C=Nc1ccc(Cl)c(Cl)c1, ClCCl, Cl, Cl. Product: O=C1CN(C(=O)Nc2ccc(Cl)c(Cl)c2)CCN1CC1CCCN(Cc2ccccc2)C1. As a reaction SMILES: [CH2:3]([c:4]1[cH:5][cH:6][cH:7][cH:8][cH:9]1)[N:10]1[CH2:11][CH:12]([CH2:16][N:17]2[C:18](=[O:23])[CH2:19][NH:20][CH2:21][CH2:22]2)[CH2:13][CH2:14][CH2:15]1.[CH3:33][N:34]([CH3:35])[CH:36]=[O:37].[CH:24]([N:25]([CH2:26][CH3:27])[CH:28]([CH3:29])[CH3:30])([CH3:31])[CH3:32].[Cl:38][c:39]1[cH:40][c:41]([N:46]=[C:47]=[O:48])[cH:42][cH:43][c:44]1[Cl:45].[Cl:49][CH2:50][Cl:51].[ClH:1].[ClH:2]>>[CH2:3]([c:4]1[cH:5][cH:6][cH:7][cH:8][cH:9]1)[N:10]1[CH2:11][CH:12]([CH2:16][N:17]2[C:18](=[O:23])[CH2:19][N:20]([C:47]([NH:46][c:41]3[cH:40][c:39]([Cl:38])[c:44]([Cl:45])[cH:43][cH:42]3)=[O:48])[CH2:21][CH2:22]2)[CH2:13][CH2:14][CH2:15]1. The reactants are Cl.CN1CCC(CC1)C(=O)Cl (1-Methyl-4-piperidinecarbonyl chloride hydrochloride), FC1=C(C=CC=C1F)C=1C=C2C(=CN1)NN=C2N (5-(2,3-difluorophenyl)-1H-pyrazolo[3,4-c]pyridin-3-ylamine). Solvent: N1=CC=CC=C1 (pyridine). The product is Cl (hydrogen chloride), Cl.FC1=C(C=CC=C1F)C=1C=C2C(=CN1)NN=C2NC(=O)C2CCN(CC2)C (1-Methyl4-piperidinecarboxylic acid [5-(2,3-difluorophenyl)-1H-pyrazolo[3,4-c]pyridin-3-yl]amide hydrochloride). As a reaction SMILES: [ClH:1].[CH3:2][N:3]1[CH2:8][CH2:7][CH:6]([C:9]([Cl:11])=[O:10])[CH2:5][CH2:4]1.[F:12][C:13]1[C:18]([F:19])=[CH:17][CH:16]=[CH:15][C:14]=1[C:20]1[CH:21]=[C:22]2[C:28]([NH2:29])=[N:27][NH:26][C:23]2=[CH:24][N:25]=1>N1C=CC=CC=1>[ClH:11].[ClH:1].[F:12][C:13]1[C:18]([F:19])=[CH:17][CH:16]=[CH:15][C:14]=1[C:20]1[CH:21]=[C:22]2[C:28]([NH:29][C:9]([CH:6]3[CH2:7][CH2:8][N:3]([CH3:2])[CH2:4][CH2:5]3)=[O:10])=[N:27][NH:26][C:23]2=[CH:24][N:25]=1 |f:0.1,5.6|. Procedure details: 1-Methyl-4-piperidinecarbonyl chloride hydrochloride (400 mg, 2.02 mmol) was added to a solution of 5-(2,3-difluorophenyl)-1H-pyrazolo[3,4-c]pyridin-3-ylamine (100 mg, 0.41 mmol) in pyridine (4.5 mL). The reaction mixture was stirred at reflux for 48 hours, allowed to cool and concentrated. Purification by column chromatography using 20% v/v of a 2M methanolic ammonia solution in chloroform as eluent, and subsequent treatment of the product with 1M hydrogen chloride in ether afforded the title c... Reactants: FC1=CC=C(C=C1)C1CNC(C12CN(CCC2)C(=O)OC(C)(C)C)=O (Tert-butyl 4-(4-fluorophenyl)-1-oxo-2,7-diazaspiro[4.5]decane-7-carboxylate), BrCC1=NOC(=C1)C (3-(Bromomethyl)-5-methylisoxazole), [H-].[Na+] (Sodium hydride), oil. Solvent: CN(C)C=O (DMF), CN(C)C=O (DMF). Reaction conditions: temperature 0 celsius, time 45 minute. The product is FC1=CC=C(C=C1)C1CN(C(C12CN(CCC2)C(=O)OC(C)(C)C)=O)CC2=NOC(=C2)C (tert-butyl 4-(4-fluorophenyl)-2-((5-methylisoxazol-3-yl)methyl)-1-oxo-2,7-diazaspiro[4.5]decane-7-carboxylate). Reaction SMILES: [F:1][C:2]1[CH:7]=[CH:6][C:5]([CH:8]2[C:12]3([CH2:17][CH2:16][CH2:15][N:14]([C:18]([O:20][C:21]([CH3:24])([CH3:23])[CH3:22])=[O:19])[CH2:13]3)[C:11](=[O:25])[NH:10][CH2:9]2)=[CH:4][CH:3]=1.[H-].[Na+].Br[CH2:29][C:30]1[CH:34]=[C:33]([CH3:35])[O:32][N:31]=1>CN(C=O)C>[F:1][C:2]1[CH:7]=[CH:6][C:5]([CH:8]2[C:12]3([CH2:17][CH2:16][CH2:15][N:14]([C:18]([O:20][C:21]([CH3:22])([CH3:24])[CH3:23])=[O:19])[CH2:13]3)[C:11](=[O:25])[N:10]([CH2:29][C:30]3[CH:34]=[C:33]([CH3:35])[O:32][N:31]=3)[CH2:9]2)=[CH:4][CH:3]=1 |f:1.2|. Procedure: Tert-butyl 4-(4-fluorophenyl)-1-oxo-2,7-diazaspiro[4.5]decane-7-carboxylate (200 mg; 0.574 mmol) was solubilised in DMF (5 ml) and cooled to 0° C. 60% Sodium hydride dispersion in mineral oil (46 mg, 1.148 mmol) was added and the mixture stirred at 0° C. for 45 minutes. 3-(Bromomethyl)-5-methylisoxazole (101 mg; 0.574 mmol) was solubilised in DMF (0.7 ml) and added. The reaction was stirred at 0° C. for 30 minutes then warmed to RT for 3 hr. The mixture was quenched with water and extracted with... Reactants: COc1ccc(/C=C/Br)cn1, ClC(c1ccccc1)C. Reagents/catalysts: [Na+].[I-], Cl[Ni]Cl.COCCOC, C1(C2(C3=N[C@H](c4ccccc4C5)[C@H]5O3)CC2)=N[C@H]6[C@H](Cc7ccccc76)O1. The solvent is CC(N(C)C)=O. Reaction conditions: temperature 0 celsius, time 3.25 hour. Product: COc1ccc(/C=C/[C@H](C)c2ccccc2)cn1. The yield is 78.0%. Reactants: CN(C(CC(C)=O)=O)CC=CC1=CC=CC=C1 (N-methyl-3-oxo-N-(3-phenyl-2-propene-1-yl)butyramide), ClC=1C=C(C=O)C=CC1 (3-chlorobenzaldehyde), N1CCCCC1 (piperidine), N\C(=C/C(=O)OCCC#N)\C (2-cyanoethyl 3-aminocrotonate). Solvent: O (water), CC(C)O (2-propanol), CC(C)O (2-propanol). Run at temperature 120 celsius. The product is ClC=1C=C(C=CC1)C1C(=C(NC(=C1C(N(CC=CC1=CC=CC=C1)C)=O)C)C)C(=O)OCCC#N (2-cyanoethyl 4-(3-chlorophenyl)-2,6-dimethyl-5-(methyl-(3-phenyl-2-propene-1-yl)carbamoyl)-1,4-dihydropyridine-3-carboxylate). As a reaction SMILES: [CH3:1][N:2]([CH2:9][CH:10]=[CH:11][C:12]1[CH:17]=[CH:16][CH:15]=[CH:14][CH:13]=1)[C:3](=[O:8])[CH2:4][C:5](=O)[CH3:6].[Cl:18][C:19]1[CH:20]=[C:21]([CH:24]=[CH:25][CH:26]=1)[CH:22]=O.N1CCCCC1.[NH2:33]/[C:34](/[CH3:43])=[CH:35]\[C:36]([O:38][CH2:39][CH2:40][C:41]#[N:42])=[O:37]>CC(O)C.O>[Cl:18][C:19]1[CH:20]=[C:21]([CH:22]2[C:4]([C:3](=[O:8])[N:2]([CH3:1])[CH2:9][CH:10]=[CH:11][C:12]3[CH:17]=[CH:16][CH:15]=[CH:14][CH:13]=3)=[C:5]([CH3:6])[NH:33][C:34]([CH3:43])=[C:35]2[C:36]([O:38][CH2:39][CH2:40][C:41]#[N:42])=[O:37])[CH:24]=[CH:25][CH:26]=1. Reported procedure: 306 mg (1.32 mmol) of N-methyl-3-oxo-N-(3-phenyl-2-propene-1-yl)butyramide, 0.150 ml (1.32 mmol) of 3-chlorobenzaldehyde and 0.013 ml (0.132 mmol) of piperidine were heated under reflux overnight while water was removed. After washing with water, the organic layer was dried over anhydrous magnesium sulfate and then the solvent was evaporated under reduced pressure. The residue and 204 mg (1.32 mmol) of 2-cyanoethyl 3-aminocrotonate were heated at 85° C. under stirring in 6.6 ml of 2-propanol ove...